This data is from the Open Reaction Database (ORD), a public repository of structured organic reaction records. The task is: describe an organic reaction: reactants, conditions, products, and yield Product: FC1=CC=C(C=C1)C(CN(S(=O)(=O)C1=C(SC(=C1)C(C)=O)N)C)O (5-Acetyl-2-amino-thiophene-3-sulfonic acid [2-(4-fluorophenyl)-2-hydroxy-ethyl]-methyl-amide). As a reaction SMILES: C(OC(=O)[NH:7][C:8]1[S:9][C:10]([C:28](=[O:30])[CH3:29])=[CH:11][C:12]=1[S:13](=[O:27])(=[O:26])[N:14]([CH2:16][CH:17]([C:19]1[CH:24]=[CH:23][C:22]([F:25])=[CH:21][CH:20]=1)[OH:18])[CH3:15])(C)(C)C.FC(F)(F)C(O)=O>O>[F:25][C:22]1[CH:21]=[CH:20][C:19]([CH:17]([OH:18])[CH2:16][N:14]([CH3:15])[S:13]([C:12]2[CH:11]=[C:10]([C:28](=[O:30])[CH3:29])[S:9][C:8]=2[NH2:7])(=[O:27])=[O:26])=[CH:24][CH:23]=1. Starting materials: C(C)(C)(C)OC(NC=1SC(=CC1S(N(C)CC(O)C1=CC=C(C=C1)F)(=O)=O)C(C)=O)=O ((5-Acetyl-3-{[2-(4-fluorophenyl)-2-hydroxy-ethyl]-methyl-sulfamo yl}-thiophene-2-yl)carbamic acid t-butyl ester), FC(C(=O)O)(F)F (trifluoroacetic acid). Reaction conditions: time 10 minute. Procedure details: (5-Acetyl-3-{[2-(4-fluorophenyl)-2-hydroxy-ethyl]-methyl-sulfamo yl}-thiophene-2-yl)carbamic acid t-butyl ester (1.3 g) was added to trifluoroacetic acid (10 mL). After stirred for 10 minutes at room temperature, water was added to the residue that was evaporated in vacuo, and the pH of saturated sodium bicarbonate was adjusted to 11. The solution was extracted with ethyl acetate, and the organic layer was washed with saturated sodium chloride water, whereafter this solution was dried with anhyd... Isolated yield 69.6%. Run in O (water). Reactants: C1OCOCO1, CCCC#N, [Cl-], [Cl-], [Cl-], [In+3], OCCc1cccs1. Product: c1cc2c(s1)CCOC2. As a reaction SMILES: [CH2:9]1[O:10][CH2:11][O:12][CH2:13][O:14]1.[CH3:19][CH2:20][CH2:21][C:22]#[N:23].[Cl-:15].[Cl-:17].[Cl-:18].[In+3:16].[s:1]1[c:2]([CH2:6][CH2:7][OH:8])[cH:3][cH:4][cH:5]1>>[s:1]1[c:2]2[c:3]([cH:4][cH:5]1)[CH2:9][O:8][CH2:7][CH2:6]2. The reactants are BrCC1CC1 ((Bromomethyl)cyclopropane), [Na+].[I-] (NaI), C(=O)([O-])[O-].[K+].[K+] (K2CO3), COC(C1=CC=C(C=C1)O)=O (4-hydroxy-benzoic acid methyl ester). Solvent: CC(=O)C (acetone). Yields the product COC(C1=CC=C(C=C1)OCC1CC1)=O (4-Cyclopropylmethoxy-benzoic acid methyl ester). Yield: 57.9%. Reaction SMILES: [CH3:1][O:2][C:3](=[O:11])[C:4]1[CH:9]=[CH:8][C:7]([OH:10])=[CH:6][CH:5]=1.[Na+].[I-].C([O-])([O-])=O.[K+].[K+].Br[CH2:21][CH:22]1[CH2:24][CH2:23]1>CC(C)=O>[CH3:1][O:2][C:3](=[O:11])[C:4]1[CH:9]=[CH:8][C:7]([O:10][CH2:21][CH:22]2[CH2:24][CH2:23]2)=[CH:6][CH:5]=1 |f:1.2,3.4.5|. Procedure details: 4-hydroxy-benzoic acid methyl ester (2.0 g, 13.1 mmol, 1.2 eq) was dissolved in acetone (20 mL), NaI (0.97 g, 6.5 mmol, 0.5 eq) and K2CO3 (3.0 g, 21.8 mmol, 2.0 eq) were added and the mixture was stirred at room temperature for 20 min. (Bromomethyl)cyclopropane (1.1 mL, 10.3 mmol, 1.0 eq) was added, and the reaction was refluxed for 2 days. The solvent was concentrated under reduced pressure, NaOH 10% was added, and the product was extracted with DCM. The organic phase was dried over Na2SO4 and ... The reactants are CC(=O)O, COc1cc([N+](=O)[O-])c(C(=O)CCc2c(Cl)cncc2Cl)cc1OC1CCCC1, [Fe]. Product: COc1cc(N)c(C(=O)CCc2c(Cl)cncc2Cl)cc1OC1CCCC1. As a reaction SMILES: [CH3:30][C:31](=[O:32])[OH:33].[CH:1]1([O:6][c:7]2[cH:8][c:9]([C:18]([CH2:19][CH2:20][c:21]3[c:22]([Cl:28])[cH:23][n:24][cH:25][c:26]3[Cl:27])=[O:29])[c:10]([N+:15]([O-:16])=[O:17])[cH:11][c:12]2[O:13][CH3:14])[CH2:2][CH2:3][CH2:4][CH2:5]1.[Fe:34]>>[CH:1]1([O:6][c:7]2[cH:8][c:9]([C:18]([CH2:19][CH2:20][c:21]3[c:22]([Cl:28])[cH:23][n:24][cH:25][c:26]3[Cl:27])=[O:29])[c:10]([NH2:15])[cH:11][c:12]2[O:13][CH3:14])[CH2:2][CH2:3][CH2:4][CH2:5]1.